This data is from the Open Reaction Database (ORD), a public repository of structured organic reaction records. The task is: describe an organic reaction: reactants, conditions, products, and yield The reactants are FCCOC1=CC(=CC=C1)F (2,3-difluoroethoxybenzene), OO.O (H2O2 H2O), FC1=C(C=CC=C1F)C1=CC=C(C=C1)OCCCCCCC (2,3-difluoro-4'-heptyloxybiphenyl), B(OC)(OC)OC (trimethyl borate). Run in C(C)(=O)O (acetic acid). Reaction conditions: time 0.5 hour. Yields the product C(C)OC1=C(C(=C(C=C1)O)F)F (4-ethoxy-2,3-difluorophenol). RXN SMILES: F[CH2:2][CH2:3][O:4][C:5]1[CH:10]=[CH:9]C=[C:7]([F:11])[CH:6]=1.[F:12]C1C(F)=CC=CC=1C1C=CC(OCCCCCCC)=CC=1.B([O:39][CH3:40])(OC)OC.OO.O>C(O)(=O)C>[CH2:3]([O:4][C:5]1[CH:10]=[CH:9][C:40]([OH:39])=[C:7]([F:11])[C:6]=1[F:12])[CH3:2] |f:3.4|. Procedure: 0.02 mol of 2,3-difluoroethoxybenzene are metalated according to 1b. Subsequently, 0.02 mol of trimethyl borate are added dropwise at a temperature of about -55° to -60° C. during the course of 0.5 h. The resulting suspension is subsequently stirred for a further 0.5 h, the temperature climbing to about -20°. 1.5 ml of 98% acetic acid are added. After about 15 min, the mixture is cooled to about -35° and a solution of 30% H2O2 /H2O (5 ml/2 ml) is added dropwise. After stirring for 2 h while slow...